describe an organic reaction: reactants, conditions, products, and yield From a dataset of the Open Reaction Database (ORD), a public repository of structured organic reaction records. As a reaction SMILES: [CH3:28][CH2:29][OH:30].[CH3:31][C:32](=[O:33])[OH:34].[CH3:9][c:10]1[c:11]([C:20]([O:21][CH2:22][CH3:23])=[O:24])[nH:12][c:13]([CH3:19])[c:14]1[C:15]([CH3:16])([CH3:17])[CH3:18].[K+:26].[OH-:25].[OH2:27].[nH:1]1[cH:2][cH:3][c:4]([C:5]([OH:6])=[O:7])[cH:8]1>>[CH3:9][c:10]1[cH:11][nH:12][c:13]([CH3:19])[c:14]1[C:15]([CH3:16])([CH3:17])[CH3:18]. Product: Cc1c[nH]c(C)c1C(C)(C)C. The reactants are CCO, CC(=O)O, CCOC(=O)c1[nH]c(C)c(C(C)(C)C)c1C, [K+], [OH-], O, O=C(O)c1cc[nH]c1. Starting materials: CCCCCCCCCCBr, CS(C)=O, O=C1CCCN1. As a reaction SMILES: [Br:1][CH2:2][CH2:3][CH2:4][CH2:5][CH2:6][CH2:7][CH2:8][CH2:9][CH2:10][CH3:11].[CH3:18][S:19]([CH3:20])=[O:21].[NH:12]1[C:13](=[O:17])[CH2:14][CH2:15][CH2:16]1>>[CH2:2]([CH2:3][CH2:4][CH2:5][CH2:6][CH2:7][CH2:8][CH2:9][CH2:10][CH3:11])[N:12]1[C:13](=[O:17])[CH2:14][CH2:15][CH2:16]1. The product is CCCCCCCCCCN1CCCC1=O. Starting materials: OO (hydrogen peroxide), C(C)(C)(C)C1=CC=C(OCCCC=C)C=C1 (5-(p-tert-butylphenoxy)-1-pentene), C1(CCCCCCCB1)C1CCCCCCCC1 (9-borabicyclononane), [OH-].[Na+] (sodium hydroxide). The solvent is O1CCCC1 (tetrahydrofuran). The product is C(C)(C)(C)C1=CC=C(OCCCCCO)C=C1 (5-p-t-butylphenoxy-1-pentanol). As a reaction SMILES: [C:1]([C:5]1[CH:16]=[CH:15][C:8]([O:9][CH2:10][CH2:11][CH2:12][CH:13]=[CH2:14])=[CH:7][CH:6]=1)([CH3:4])([CH3:3])[CH3:2].C1(C2CCCCCCCC2)BCCCCCCC1.[OH-:35].[Na+].OO>O1CCCC1>[C:1]([C:5]1[CH:6]=[CH:7][C:8]([O:9][CH2:10][CH2:11][CH2:12][CH2:13][CH2:14][OH:35])=[CH:15][CH:16]=1)([CH3:4])([CH3:2])[CH3:3] |f:2.3|. Procedure details: The 5-(p-tert-butylphenoxy)-1-pentene (10.5 g) was treated with 115 ml 0.5M 9-borabicyclononane in tetrahydrofuran and the reaction mixture was stirred at reflux for one hour. The solution was cooled to room temperature and treated with 25 ml 3N sodium hydroxide, then 10 ml 30% hydrogen peroxide. After the bubbling ceased the reaction mixture was partitioned between 150 ml ether-150 ml water. The ether layer was removed, dried (MgSO4), and evaporated to a yellow oil which was chromatographed thr...